From a dataset of the Open Reaction Database (ORD), a public repository of structured organic reaction records. describe an organic reaction: reactants, conditions, products, and yield Starting materials: N12CCCN=C2CCC1 (1,5-Diazabicyclo[4.3.0]non-5-ene), BrC(C(CC(C(=O)OCC)=O)=O)C(C1=CC=C(C=C1)OC)Br (ethyl 5,6-dibromo-2,4-dioxo-6-(4-methoxyphenyl)hexanoate), O (water). The solvent is CS(=O)C (dimethylsulphoxide), petroleum ether. Conditions: time 30 minute. Product: COC1=CC=C(C=C1)C1=CC(C=C(O1)C(=O)OCC)=O (Ethyl 6-(4-methoxyphenyl)-4-oxo-4H-pyran-2-carboxylate). As a reaction SMILES: N12CCCC1=NCCC2.Br[CH:11]([CH:22](Br)[C:23]1[CH:28]=[CH:27][C:26]([O:29][CH3:30])=[CH:25][CH:24]=1)[C:12](=[O:21])[CH2:13][C:14](=[O:20])[C:15]([O:17][CH2:18][CH3:19])=[O:16].O>CS(C)=O>[CH3:30][O:29][C:26]1[CH:27]=[CH:28][C:23]([C:22]2[O:20][C:14]([C:15]([O:17][CH2:18][CH3:19])=[O:16])=[CH:13][C:12](=[O:21])[CH:11]=2)=[CH:24][CH:25]=1. Reported procedure: 1,5-Diazabicyclo[4.3.0]non-5-ene (3.2 g) was added dropwise to a stirred solution of ethyl 5,6-dibromo-2,4-dioxo-6-(4-methoxyphenyl)hexanoate (5.6 g) in dimethylsulphoxide (30 ml) maintained at a temperature of 15°-20° C. After 30 minutes at room temperature, water (50 ml) and petroleum ether 40°-60° C. (20 ml) were added with cooling. The yellow solid which precipitated was filtered off and recrystallised from ethanol-water. A second recrystallisation from ethyl acetate-petroleum ether 60°-80° ... The reactants are COC(=O)c1ccc2c(-c3c(-c4ccccn4)nn4c3CCC4)ccnc2c1, [Li+], C1CCOC1, [OH-], O, O. Yields the product O=C(O)c1ccc2c(-c3c(-c4ccccn4)nn4c3CCC4)ccnc2c1. As a reaction SMILES: [CH3:4][O:5][C:6](=[O:7])[c:8]1[cH:9][cH:10][c:11]2[c:12](-[c:18]3[c:19]4[n:20]([n:21][c:22]3-[c:23]3[n:24][cH:25][cH:26][cH:27][cH:28]3)[CH2:29][CH2:30][CH2:31]4)[cH:13][cH:14][n:15][c:16]2[cH:17]1.[Li+:3].[O:33]1[CH2:34][CH2:35][CH2:36][CH2:37]1.[OH-:2].[OH2:1].[OH2:32]>>[O:5]=[C:6]([OH:7])[c:8]1[cH:9][cH:10][c:11]2[c:12](-[c:18]3[c:19]4[n:20]([n:21][c:22]3-[c:23]3[n:24][cH:25][cH:26][cH:27][cH:28]3)[CH2:29][CH2:30][CH2:31]4)[cH:13][cH:14][n:15][c:16]2[cH:17]1. Starting materials: solid, Cl.Cl.Cl.O1CCC=2C(=NC=CC21)N2CCN(CC2)CC[C@@H]2CC[C@H](CC2)N (trans-4-{2-[4-(2,3-dihydrofuro[3,2-c]pyridin-4-yl)-piperazin-1-yl]-ethyl}-cyclohexanamine trihydrochloride), Cl.Cl.Cl.O1CCC=2C(=NC=CC21)N2CCN(CC2)CC[C@@H]2CC[C@H](CC2)N (trans-4-{2-[4-(2,3-dihydrofuro[3,2-c]pyridin-4-yl)-piperazin-1-yl]-ethyl}-cyclohexanamine trihydrochloride), CC(=CC(=O)O)C (3-methyl-but-2-enoic acid). Product: O1CCC=2C(=NC=CC21)N2CCN(CC2)CC[C@@H]2CC[C@H](CC2)NC(C=C(C)C)=O (3-Methyl-but-2-enoic acid trans-(4-{2-[4-(2,3-dihydro-furo[3,2-c]pyridin-4-yl)-piperazin-1-yl]-ethyl}-cyclohexyl)-amide). Reaction SMILES: Cl.Cl.Cl.[O:4]1[C:12]2[CH:11]=[CH:10][N:9]=[C:8]([N:13]3[CH2:18][CH2:17][N:16]([CH2:19][CH2:20][C@H:21]4[CH2:26][CH2:25][C@H:24]([NH2:27])[CH2:23][CH2:22]4)[CH2:15][CH2:14]3)[C:7]=2[CH2:6][CH2:5]1.[CH3:28][C:29]([CH3:34])=[CH:30][C:31](O)=[O:32]>>[O:4]1[C:12]2[CH:11]=[CH:10][N:9]=[C:8]([N:13]3[CH2:18][CH2:17][N:16]([CH2:19][CH2:20][C@H:21]4[CH2:26][CH2:25][C@H:24]([NH:27][C:31](=[O:32])[CH:30]=[C:29]([CH3:34])[CH3:28])[CH2:23][CH2:22]4)[CH2:15][CH2:14]3)[C:7]=2[CH2:6][CH2:5]1 |f:0.1.2.3|. Reported procedure: The title compound, off-white solid (78 mg, 76%), MS (ISP) m/z=413.5 [(M+H)+], mp 164.5° C., was prepared in accordance with the general method of example 32 from trans-4-{2-[4-(2,3-dihydrofuro[3,2-c]pyridin-4-yl)-piperazin-1-yl]-ethyl}-cyclohexanamine trihydrochloride (intermediate C) (110 mg, 0.25 mmol) and 3-methyl-but-2-enoic acid. The reactants are ClC1=CC=C(CN2C=C(C=CC2=O)C2=CC=C(C=C2)N(C(OC(C)(C)C)=O)CCN(C)C)C=C1 (tert-Butyl 4-(1-(4-chlorobenzyl)-6-oxo-1,6-dihydropyridin-3-yl)phenyl(2-(dimethylamino)ethyl)carbamate), C(=O)(C(F)(F)F)O (TFA). Solvent: C(Cl)Cl (CH2Cl2), C(Cl)Cl (CH2Cl2). Conditions: time 3 hour. Product: ClC1=CC=C(CN2C(C=CC(=C2)C2=CC=C(C=C2)NCCN(C)C)=O)C=C1 (1-(4-chlorobenzyl)-5-(4-(2-(dimethylamino)ethylamino)phenyl)pyridin-2(1H)-one). The yield is 26.8%. RXN SMILES: [Cl:1][C:2]1[CH:34]=[CH:33][C:5]([CH2:6][N:7]2[C:12](=[O:13])[CH:11]=[CH:10][C:9]([C:14]3[CH:19]=[CH:18][C:17]([N:20]([CH2:28][CH2:29][N:30]([CH3:32])[CH3:31])C(=O)OC(C)(C)C)=[CH:16][CH:15]=3)=[CH:8]2)=[CH:4][CH:3]=1.C(O)(C(F)(F)F)=O>C(Cl)Cl>[Cl:1][C:2]1[CH:3]=[CH:4][C:5]([CH2:6][N:7]2[CH:8]=[C:9]([C:14]3[CH:19]=[CH:18][C:17]([NH:20][CH2:28][CH2:29][N:30]([CH3:31])[CH3:32])=[CH:16][CH:15]=3)[CH:10]=[CH:11][C:12]2=[O:13])=[CH:33][CH:34]=1. Procedure details: According to Scheme 19 Step 5: tert-Butyl 4-(1-(4-chlorobenzyl)-6-oxo-1,6-dihydropyridin-3-yl)phenyl(2-(dimethylamino)ethyl)carbamate (0.16 mmol, 79.0 mg) was dissolved in dry CH2Cl2 (30 mL). Then TFA (7 mL) was added dropwise and the resulting solution was stirred at room temperature for 3 hours. Then the solvent was evaporated under reduced pressure and the resulting residue thus obtained was resulting suspension was taken up in CH2Cl2, washed with a saturated aqueous NaHCO3 solution. The orga... The reactants are [NH4+].[Cl-] (NH4Cl), C[Si](OC(C=C)C=C)(C)C (3-trimethylsilyloxy-1,4-pentadiene), C(C)(CC)[Li] (sec-butyllithium), CC=1C(C(C=CC1)(C)C)=O (2,6,6-trimethylcyclohexa-2,4-dienone), C[Si](C)(C)Cl (trimethylsilyl chloride), crude product, [F-].[K+] (potassium fluoride). Run in O1CCCC1 (tetrahydrofuran), C1CCCCC1 (cyclohexane), O1CCCC1 (tetrahydrofuran), CN(P(N(C)C)(N(C)C)=O)C (hexamethylphosphoric acid triamide), CO (methanol). Run at time 15 minute. Product: O=C(CCC1(C(=CC=CC1(C)C)C)O[Si](C)(C)C)C=C (1-[3-oxo-pent-4 -en-1-yl]-1-trimethylsilyloxy-2,6,6-trimethylcyclohexa-2,4-diene). Yield: 56.0%. Reaction SMILES: C[Si](C)(C)[O:3][CH:4]([CH:7]=[CH2:8])[CH:5]=[CH2:6].C([Li])(CC)C.[CH3:16][C:17]1[C:18](=[O:25])[C:19]([CH3:24])([CH3:23])[CH:20]=[CH:21][CH:22]=1.[CH3:26][Si:27](Cl)([CH3:29])[CH3:28].[F-].[K+].[NH4+].[Cl-]>O1CCCC1.C1CCCCC1.CN(C)P(=O)(N(C)C)N(C)C.CO>[O:3]=[C:4]([CH:5]=[CH2:6])[CH2:7][CH2:8][C:18]1([O:25][Si:27]([CH3:29])([CH3:28])[CH3:26])[C:19]([CH3:24])([CH3:23])[CH:20]=[CH:21][CH:22]=[C:17]1[CH3:16] |f:4.5,6.7|. Reported procedure: To a solution of 400 mg 3-trimethylsilyloxy-1,4-pentadiene in 3 ml of tetrahydrofuran at -78° under argon was added a solution of 2.3 ml of sec-butyllithium in cyclohexane and the solution stirred for 15 minutes. Then, a solution of 275 mg. of 2,6,6-trimethylcyclohexa-2,4-dienone in 1 ml of tetrahydrofuran was added. After 5 minutes, 332 mg of trimethylsilyl chloride in 2 ml of hexamethylphosphoric acid triamide was added and the mixture left for 1 hour at -78°. After working up as in Example 1(... Reactants: Cc1ccc(NC(=O)OCc2ccccc2)c(=O)n1CC(=O)OC(C)(C)C, ClCCl, O=C(O)C(F)(F)F. The product is Cc1ccc(NC(=O)OCc2ccccc2)c(=O)n1CC(=O)O. RXN SMILES: [CH2:1]([c:2]1[cH:3][cH:4][cH:5][cH:6][cH:7]1)[O:8][C:9](=[O:10])[NH:11][c:12]1[c:13](=[O:27])[n:14]([CH2:19][C:20](=[O:21])[O:22][C:23]([CH3:24])([CH3:25])[CH3:26])[c:15]([CH3:18])[cH:16][cH:17]1.[CH2:35]([Cl:36])[Cl:37].[OH:28][C:29]([C:30]([F:31])([F:32])[F:33])=[O:34]>>[CH2:1]([c:2]1[cH:3][cH:4][cH:5][cH:6][cH:7]1)[O:8][C:9](=[O:10])[NH:11][c:12]1[c:13](=[O:27])[n:14]([CH2:19][C:20](=[O:21])[OH:22])[c:15]([CH3:18])[cH:16][cH:17]1.